describe an organic reaction: reactants, conditions, products, and yield From a dataset of the Open Reaction Database (ORD), a public repository of structured organic reaction records. Starting materials: CC1(CC(CCC1)(C)C)CC(=O)N (2-(1,3,3-Trimethyl-1-cyclohexyl)acetamide), COCCO[AlH2-]OCCOC.[Na+] (RED-Al). Run in C1CCOC1 (THF), C1CCOC1 (THF). Reaction conditions: temperature 0 celsius, time 2.5 hour. Yields the product NCCC1(CC(CCC1)(C)C)C (1-Amino-2-(1,3,3-trimethyl-1-cyclohexyl)ethane). Reaction SMILES: [CH3:1][C:2]1([CH2:10][C:11]([NH2:13])=O)[CH2:7][CH2:6][CH2:5][C:4]([CH3:9])([CH3:8])[CH2:3]1.COCCO[AlH2-]OCCOC.[Na+]>C1COCC1>[NH2:13][CH2:11][CH2:10][C:2]1([CH3:1])[CH2:7][CH2:6][CH2:5][C:4]([CH3:9])([CH3:8])[CH2:3]1 |f:1.2|. Reported procedure: The product from Step 2 (5.0 mmol) was added as a THF solution over 0.1 hour to a refluxing THF solution of RED-Al (20 mmol) and refluxing was continued for 2.5 hours. The reaction was then cooled to 0° C. and quenched with a saturated solution of potassium sodium tartrate and then this was stirred at 25° C. for 18 hours. The reaction was diluted with ethyl acetate, washed successively with water and saturated sodium chloride, dried with sodium sulfate and evaporated.1H-NMR (CDCl3): 2.6 (m, 2H);... Starting materials: C1CCOC1, NC1CC1, CSc1nc(Cl)c2c(n1)N1CCCC1CN(c1cccc(-c3nn(C)c(=O)o3)c1)C2=O. The product is CSc1nc(NC2CC2)c2c(n1)N1CCCC1CN(c1cccc(-c3nn(C)c(=O)o3)c1)C2=O. Reaction SMILES: [CH2:36]1[O:37][CH2:38][CH2:39][CH2:40]1.[CH:32]1([NH2:35])[CH2:33][CH2:34]1.[Cl:1][c:2]1[n:3][c:4]([S:30][CH3:31])[n:5][c:6]2[c:15]1[C:14](=[O:16])[N:13]([c:17]1[cH:18][c:19](-[c:23]3[n:24][n:25]([CH3:29])[c:26](=[O:28])[o:27]3)[cH:20][cH:21][cH:22]1)[CH2:12][CH:11]1[N:7]2[CH2:8][CH2:9][CH2:10]1>>[c:2]1([NH:35][CH:32]2[CH2:33][CH2:34]2)[n:3][c:4]([S:30][CH3:31])[n:5][c:6]2[c:15]1[C:14](=[O:16])[N:13]([c:17]1[cH:18][c:19](-[c:23]3[n:24][n:25]([CH3:29])[c:26](=[O:28])[o:27]3)[cH:20][cH:21][cH:22]1)[CH2:12][CH:11]1[N:7]2[CH2:8][CH2:9][CH2:10]1. The reactants are COC(=O)C1CN(C(C1)=O)C1=CC=C(C=C1)O ((RS)-1-(4-hydroxyphenyl)-5-oxo-pyrrolidine-3-carboxylic acid methyl ester), C(#N)C=1C=C(CBr)C=CC1 (3-cyanobenzyl bromide), COC(=O)C1CN(C(C1)=O)C1=CC=C(C=C1)OCC1=CC(=CC=C1)C#N ((RS)-1-[4-(3-cyano-benzyloxy)-phenyl]-5-oxo-pyrrolidine-3-carboxylic acid methylester). Product: CN (methylamine), CNC(=O)C1CN(C(C1)=O)C1=CC=C(C=C1)OCC1=CC(=CC=C1)C#N ((RS)-1-[4-(3-cyano-benzyloxy)-phenyl]-5-oxo-pyrrolidine-3-carboxylic acid methylamide). Run in C(C)O (ethanol). Reaction SMILES: COC(C1CC(=O)[N:7](C2C=CC(O)=CC=2)[CH2:6]1)=O.[C:18](C1C=C(C=CC=1)CBr)#[N:19].CO[C:30]([CH:32]1[CH2:36][C:35](=[O:37])[N:34]([C:38]2[CH:43]=[CH:42][C:41]([O:44][CH2:45][C:46]3[CH:51]=[CH:50][CH:49]=[C:48]([C:52]#[N:53])[CH:47]=3)=[CH:40][CH:39]=2)[CH2:33]1)=[O:31]>C(O)C>[CH3:6][NH2:7].[CH3:18][NH:19][C:30]([CH:32]1[CH2:36][C:35](=[O:37])[N:34]([C:38]2[CH:43]=[CH:42][C:41]([O:44][CH2:45][C:46]3[CH:51]=[CH:50][CH:49]=[C:48]([C:52]#[N:53])[CH:47]=3)=[CH:40][CH:39]=2)[CH2:33]1)=[O:31]. Reported procedure: The title compound is prepared by alkylation of the (RS)-1-(4-hydroxyphenyl)-5-oxo-pyrrolidine-3-carboxylic acid methyl ester with 3-cyanobenzyl bromide giving the (RS)-1-[4-(3-cyano-benzyloxy)-phenyl]-5-oxo-pyrrolidine-3-carboxylic acid methylester as a light yellow solid [69% of theory, MS: m/e=351 (M+H)+] which, thereupon, by treatment with methylamine in ethanol at 80° C. yields the (RS)-1-[4-(3-cyano-benzyloxy)-phenyl]-5-oxo-pyrrolidine-3-carboxylic acid methylamide. Yield: 79% of theory as... Reactants: C1(=CC=C(C=C1)C1(OCCO1)CBr)C1=CC=CC=C1 (2-([1,1'-bipheny]-4-yl)-2-(bromomethyl)-1,3-dioxolane), OC=1C=NC=CC1 (3-hydroxypyridine), C([O-])([O-])=O.[K+].[K+] (potassium carbonate), O (water). Run in CN(C(C)=O)C (N,N-dimethylacetamide). Yields the product C1(=CC=C(C=C1)C1(OCCO1)COC=1C=NC=CC1)C1=CC=CC=C1 (3-[[2-([1,1'-biphenyl]-4-yl)-1,3-dioxolan-2-yl]methoxy]pyridine). As a reaction SMILES: [C:1]1([C:14]2[CH:19]=[CH:18][CH:17]=[CH:16][CH:15]=2)[CH:6]=[CH:5][C:4]([C:7]2([CH2:12]Br)[O:11][CH2:10][CH2:9][O:8]2)=[CH:3][CH:2]=1.[OH:20][C:21]1[CH:22]=[N:23][CH:24]=[CH:25][CH:26]=1.C(=O)([O-])[O-].[K+].[K+].O>CN(C)C(=O)C>[C:1]1([C:14]2[CH:19]=[CH:18][CH:17]=[CH:16][CH:15]=2)[CH:6]=[CH:5][C:4]([C:7]2([CH2:12][O:20][C:21]3[CH:22]=[N:23][CH:24]=[CH:25][CH:26]=3)[O:11][CH2:10][CH2:9][O:8]2)=[CH:3][CH:2]=1 |f:2.3.4|. Procedure: A mixture of 2-([1,1'-bipheny]-4-yl)-2-(bromomethyl)-1,3-dioxolane (16 g.), 3-hydroxypyridine (5.7 g.) and potassium carbonate (9 g.) were refluxed with stirring in N,N-dimethylacetamide (75 ml.) for 18 hours. After refluxing, the mixture was allowed to cool and was thereafter poured into water (150 ml.). The resultant aqueous solution was extracted twice with ether. The combined ether fractions were washed once with 5% aqueous sodium hydroxide and 4 times with water. The washed ether fractions ... Reactants: COC1=C(C=CC=C1)N1CCNCC1 (1-(2-methoxyphenyl)piperazine), BrCCN1C(C=2C(C1=O)=CC=CC2)=O (N-(2-bromoethyl)phthalimide), C([O-])([O-])=O.[K+].[K+] (potassium carbonate). Run in C(C)#N (acetonitrile), CN(C=O)C (dimethylformamide). The product is COC1=C(C=CC=C1)N1CCN(CC1)CCN1C(C=2C(C1=O)=CC=CC2)=O (1-(2-methoxyphenyl)-4-[(2-phthalimido)ethyl]piperazine). Isolated yield 56.9%. Reaction SMILES: [CH3:1][O:2][C:3]1[CH:8]=[CH:7][CH:6]=[CH:5][C:4]=1[N:9]1[CH2:14][CH2:13][NH:12][CH2:11][CH2:10]1.Br[CH2:16][CH2:17][N:18]1[C:22](=[O:23])[C:21]2=[CH:24][CH:25]=[CH:26][CH:27]=[C:20]2[C:19]1=[O:28].C(=O)([O-])[O-].[K+].[K+]>C(#N)C.CN(C)C=O>[CH3:1][O:2][C:3]1[CH:8]=[CH:7][CH:6]=[CH:5][C:4]=1[N:9]1[CH2:14][CH2:13][N:12]([CH2:16][CH2:17][N:18]2[C:22](=[O:23])[C:21]3=[CH:24][CH:25]=[CH:26][CH:27]=[C:20]3[C:19]2=[O:28])[CH2:11][CH2:10]1 |f:2.3.4|. Procedure: A solution of 1-(2-methoxyphenyl)piperazine (41.2 mmol) in 100 mL of acetonitrile and 12 mL of dimethylformamide was combined with N-(2-bromoethyl)phthalimide (43.3 mmol) and potassium carbonate (61.8 mmol). The mixture was heated to reflux for 8 hours. After cooling, the reaction mixture was quenched with water, extracted with dichloromethane. The organic phase was washed with brine, water, and dried over magnesium sulfate. Filtration and evaporation of the solvents gave a yellow oily residue t... The reactants are C, Nc1cc(Cl)c(Cl)cc1Cl, O=S(=O)(Cl)Cl, Cc1ccccc1C. Product: CS(=O)(=O)Nc1cc(Cl)c(Cl)cc1Cl. Reaction SMILES: [CH4:16].[Cl:1][c:2]1[c:3]([NH2:4])[cH:5][c:6]([Cl:10])[c:7]([Cl:9])[cH:8]1.[S:11](=[O:12])(=[O:13])([Cl:14])[Cl:15].[c:17]1([CH3:18])[c:19]([CH3:20])[cH:21][cH:22][cH:23][cH:24]1>>[Cl:1][c:2]1[c:3]([NH:4][S:11](=[O:12])(=[O:13])[CH3:16])[cH:5][c:6]([Cl:10])[c:7]([Cl:9])[cH:8]1. The reactants are C(CCC)C=1N(C(N(N1)C1=C(C=CC(=C1)[N+](=O)[O-])C(F)(F)F)=O)CC1=C(C=C(C=C1)C1=C(C=CC=C1)S(N)(=O)=O)F (5-n-butyl-2,4-dihydro-4-[(3-fluoro-2'-sulfamoylbiphenyl-4-yl)methyl]-2-[5-nitro-2-(trifluoromethyl)-phenyl]-3H-1,2,4-triazol-3-one), ClC1=C(C(=O)O)C=CC=C1 (2-chlorobenzoic acid), C1=CN(C=N1)C(=O)N2C=CN=C2 (CDI), C1CCC2=NCCCN2CC1 (DBU). Product: crude product, C(CCC)C=1N(C(N(N1)C1=C(C=CC(=C1)[N+](=O)[O-])C(F)(F)F)=O)CC1=C(C=C(C=C1)C1=C(C=CC=C1)S(NC(C1=C(C=CC=C1)Cl)=O)(=O)=O)F (5-n-Butyl-4-[[2'-[N-(2-chlorobenzoyl)sulfamoyl]-3-fluorobiphenyl-4-yl]methyl]-2,4-dihydro-2-[5-nitro-2-(trifluoromethyl)phenyl]-3H-1,2,4-triazol-3-one). Yield: 86.0%. RXN SMILES: [CH2:1]([C:5]1[N:6]([CH2:24][C:25]2[CH:30]=[CH:29][C:28]([C:31]3[CH:36]=[CH:35][CH:34]=[CH:33][C:32]=3[S:37](=[O:40])(=[O:39])[NH2:38])=[CH:27][C:26]=2[F:41])[C:7](=[O:23])[N:8]([C:10]2[CH:15]=[C:14]([N+:16]([O-:18])=[O:17])[CH:13]=[CH:12][C:11]=2[C:19]([F:22])([F:21])[F:20])[N:9]=1)[CH2:2][CH2:3][CH3:4].[Cl:42][C:43]1[CH:51]=[CH:50][CH:49]=[CH:48][C:44]=1[C:45](O)=[O:46].C1N=CN(C(N2C=NC=C2)=O)C=1.C1CCN2C(=NCCC2)CC1>>[CH2:1]([C:5]1[N:6]([CH2:24][C:25]2[CH:30]=[CH:29][C:28]([C:31]3[CH:36]=[CH:35][CH:34]=[CH:33][C:32]=3[S:37](=[O:40])(=[O:39])[NH:38][C:45](=[O:46])[C:44]3[CH:48]=[CH:49][CH:50]=[CH:51][C:43]=3[Cl:42])=[CH:27][C:26]=2[F:41])[C:7](=[O:23])[N:8]([C:10]2[CH:15]=[C:14]([N+:16]([O-:18])=[O:17])[CH:13]=[CH:12][C:11]=2[C:19]([F:21])([F:20])[F:22])[N:9]=1)[CH2:2][CH2:3][CH3:4]. Reported procedure: By the procedure of Example 51, 5-n-butyl-2,4-dihydro-4-[(3-fluoro-2'-sulfamoylbiphenyl-4-yl)methyl]-2-[5-nitro-2-(trifluoromethyl)-phenyl]-3H-1,2,4-triazol-3-one (from Step E) was reacted with 2-chlorobenzoic acid (3 equivalents), CDI (3 equiv), and DBU (3 equiv). Flash chromatography of the crude product on silica gel afforded an 86% yield of the title compound as a foam; homogeneous by TLC (95:5 CH2Cl2 --MeOH); mass spectrum (FAB) m/e 732 (M+1)+.